This data is from the Open Reaction Database (ORD), a public repository of structured organic reaction records. The task is: describe an organic reaction: reactants, conditions, products, and yield Reactants: C1(=CC=CC=C1)O (phenol), OC=1C=C(C=CC1)C(O)(C)C (3-hydroxyphenyldimethylcarbinol), C1(=CC=CC=C1)O (phenol), S(O)(O)(=O)=O (sulfuric acid). Run in C1(=CC=CC=C1)C (toluene), C1(=CC=CC=C1)C (toluene). Conditions: time 4 hour. Product: OC=1C=C(C=CC1)C(C)(C)C1=CC=C(C=C1)O (2-(3-hydroxyphenyl)-2-(4-hydroxyphenyl)propane). Yield: 55.0%. RXN SMILES: [C:1]1([OH:7])[CH:6]=[CH:5][CH:4]=[CH:3][CH:2]=1.S(=O)(=O)(O)[OH:9].O[C:14]1[CH:15]=[C:16]([C:20]([CH3:23])([CH3:22])O)[CH:17]=[CH:18][CH:19]=1>C1(C)C=CC=CC=1>[OH:7][C:1]1[CH:6]=[C:5]([C:20]([C:16]2[CH:17]=[CH:18][C:19]([OH:9])=[CH:14][CH:15]=2)([CH3:23])[CH3:22])[CH:4]=[CH:3][CH:2]=1. Reported procedure: A mixture of 1335 grams (14.2 moles) of phenol, 450 ml. of 75% aqueous sulfuric acid and 1800 ml. of toluene was stirred at room temperature while a solution of 450 grams (2.9 moles) of 3-hydroxyphenyldimethylcarbinol in 890 grams (9.5 moles) of phenol and 1800 ml. of toluene was added over three hours. The reaction mixture was stirred at room temperature for four hours and the aqueous layer was separated and discarded. The organic layer was washed twice with water, once with 10% sodium bicarbon...